From a dataset of the Open Reaction Database (ORD), a public repository of structured organic reaction records. describe an organic reaction: reactants, conditions, products, and yield Reactants: BrB(Br)Br, CCCCC12CCC(=O)C(Br)=C1c1ccc(OC)cc1CC2, ClCCl. The product is CCCCC12CCC(=O)C(Br)=C1c1ccc(O)cc1CC2. As a reaction SMILES: [B:23]([Br:24])([Br:25])[Br:26].[Br:1][C:2]1=[C:15]2[C:6]([CH2:18][CH2:19][CH2:20][CH3:21])([CH2:5][CH2:4][C:3]1=[O:22])[CH2:7][CH2:8][c:9]1[cH:10][c:11]([O:16][CH3:17])[cH:12][cH:13][c:14]12.[Cl:27][CH2:28][Cl:29]>>[Br:1][C:2]1=[C:15]2[C:6]([CH2:18][CH2:19][CH2:20][CH3:21])([CH2:5][CH2:4][C:3]1=[O:22])[CH2:7][CH2:8][c:9]1[cH:10][c:11]([OH:16])[cH:12][cH:13][c:14]12. The reactants are C1CCOC1, CN(C)CCC[Mg+], Cc1ccccc1, [Cl-], [Cl-], N#Cc1ccc(C(=O)c2ccc(F)cc2)c(CCl)c1, [NH4+], O. Product: CN(C)CCCC1(c2ccc(F)cc2)OCc2cc(C#N)ccc21. As a reaction SMILES: [CH2:38]1[O:39][CH2:40][CH2:41][CH2:42]1.[CH3:2][N:3]([CH2:4][CH2:5][CH2:6][Mg+:7])[CH3:8].[CH3:31][c:32]1[cH:33][cH:34][cH:35][cH:36][cH:37]1.[Cl-:1].[Cl-:29].[Cl:9][CH2:10][c:11]1[cH:12][c:13]([C:14]#[N:15])[cH:16][cH:17][c:18]1[C:19]([c:20]1[cH:21][cH:22][c:23]([F:26])[cH:24][cH:25]1)=[O:27].[NH4+:30].[OH2:28]>>[CH3:2][N:3]([CH2:4][CH2:5][CH2:6][C:19]1([c:20]2[cH:21][cH:22][c:23]([F:26])[cH:24][cH:25]2)[c:18]2[c:11]([cH:12][c:13]([C:14]#[N:15])[cH:16][cH:17]2)[CH2:10][O:27]1)[CH3:8]. The reactants are C(C)N(CC)S(F)(F)F (diethylaminosulphur trifluoride), ClC1=CC=C(C=C1)C1=NN(C(N1CCO)=O)CC(=O)NC(C)(C1=CC(=CC=C1)C(F)(F)F)C (2-[3-(4-chlorophenyl)-4-(2-hydroxyethyl)-5-oxo-4,5-dihydro-1H-1,2,4-triazol-1-yl]-N-{1-methyl-1-[3-(trifluoromethyl)phenyl]ethyl}-acetamide), O (water). Solvent: ClCCl (dichloromethane). Yields the product ClC1=CC=C(C=C1)C1=NN(C(N1CCF)=O)CC(=O)NC(C)(C1=CC(=CC=C1)C(F)(F)F)C (2-[3-(4-chlorophenyl)-4-(2-fluoroethyl)-5-oxo-4,5-dihydro-1H-1,2,4-triazol-1-yl]-N-{1-methyl-1-[3-(trifluoromethyl)phenyl]ethyl}-acetamide). RXN SMILES: [Cl:1][C:2]1[CH:7]=[CH:6][C:5]([C:8]2[N:12]([CH2:13][CH2:14]O)[C:11](=[O:16])[N:10]([CH2:17][C:18]([NH:20][C:21]([CH3:33])([C:23]3[CH:28]=[CH:27][CH:26]=[C:25]([C:29]([F:32])([F:31])[F:30])[CH:24]=3)[CH3:22])=[O:19])[N:9]=2)=[CH:4][CH:3]=1.C(N(S(F)(F)[F:40])CC)C.O>ClCCl>[Cl:1][C:2]1[CH:7]=[CH:6][C:5]([C:8]2[N:12]([CH2:13][CH2:14][F:40])[C:11](=[O:16])[N:10]([CH2:17][C:18]([NH:20][C:21]([CH3:33])([C:23]3[CH:28]=[CH:27][CH:26]=[C:25]([C:29]([F:31])([F:30])[F:32])[CH:24]=3)[CH3:22])=[O:19])[N:9]=2)=[CH:4][CH:3]=1. Procedure details: 50 mg (0.10 mmol) of 2-[3-(4-chlorophenyl)-4-(2-hydroxyethyl)-5-oxo-4,5-dihydro-1H-1,2,4-triazol-1-yl]-N-{1-methyl-1-[3-(trifluoromethyl)phenyl]ethyl}-acetamide from Example 396 are dissolved in 1.5 ml of dichloromethane and treated at −10° C. with 20.5 μl (0.155 mmol) of diethylaminosulphur trifluoride. This is warmed to RT within 1 hr. Next, the reaction solution is treated with 5 ml of water and extracted twice with 5 ml of ethyl acetate each time. The combined organic phases are dried over s... The reactants are C(C)OC(CN1N=C(C(=C1C(F)(F)F)C1=CC=C(C=C1)F)C1=CC=C(C=C1)S(=O)(=O)C)=O (ethyl[4-(4-fluorophenyl)-3-[4-(methylsulfonyl)phenyl)-5-(trifluoromethyl)-1H-pyrazol-1-yl]acetate), [OH-].[Li+] (lithium hydroxide). The solvent is O1CCCC1 (tetrahydrofuran). Conditions: temperature 25 celsius, time 24 hour. The product is FC1=CC=C(C=C1)C=1C(=NN(C1C(F)(F)F)CC(=O)O)C1=CC=C(C=C1)S(=O)(=O)C ([4-(4-fluorophenyl)-3-[4-(methylsulfonyl)phenyl]-5-(trifluoromethyl)-1H-pyrazol-1-yl]acetic acid). The yield is 92.7%. Reaction SMILES: C([O:3][C:4](=[O:32])[CH2:5][N:6]1[C:10]([C:11]([F:14])([F:13])[F:12])=[C:9]([C:15]2[CH:20]=[CH:19][C:18]([F:21])=[CH:17][CH:16]=2)[C:8]([C:22]2[CH:27]=[CH:26][C:25]([S:28]([CH3:31])(=[O:30])=[O:29])=[CH:24][CH:23]=2)=[N:7]1)C.[OH-].[Li+]>O1CCCC1>[F:21][C:18]1[CH:19]=[CH:20][C:15]([C:9]2[C:8]([C:22]3[CH:27]=[CH:26][C:25]([S:28]([CH3:31])(=[O:29])=[O:30])=[CH:24][CH:23]=3)=[N:7][N:6]([CH2:5][C:4]([OH:32])=[O:3])[C:10]=2[C:11]([F:14])([F:12])[F:13])=[CH:16][CH:17]=1 |f:1.2|. Reported procedure: To a solution of ethyl[4-(4-fluorophenyl)-3-[4-(methylsulfonyl)phenyl]-5-(trifluoromethyl)-1H-pyrazol-1-yl]acetate (Example 8) (0.48 g, 1.0 mmol) in tetrahydrofuran (THF) (10 mL) was added 1.5 mL of 1N aqueous lithium hydroxide at 25° C. under nitrogen and the mixture stirred for 24 hours at 25° C. The reaction mixture was extracted with two portions diethyl ether and the aqueous layer was acidified with dilute aqueous HCl. This was extracted with two portions ethyl acetate which was washed with... Starting materials: C=O, CCO, Cl, O=S(=O)(c1ccccc1)c1c[nH]c2c(N3CCNCC3)cccc12. Yields the product CN1CCN(c2cccc3c(S(=O)(=O)c4ccccc4)c[nH]c23)CC1. As a reaction SMILES: [CH2:26]=[O:27].[CH3:28][CH2:29][OH:30].[ClH:1].[c:2]1([S:8](=[O:9])(=[O:10])[c:11]2[cH:12][nH:13][c:14]3[c:15]([N:20]4[CH2:21][CH2:22][NH:23][CH2:24][CH2:25]4)[cH:16][cH:17][cH:18][c:19]23)[cH:3][cH:4][cH:5][cH:6][cH:7]1>>[c:2]1([S:8](=[O:9])(=[O:10])[c:11]2[cH:12][nH:13][c:14]3[c:15]([N:20]4[CH2:21][CH2:22][N:23]([CH3:26])[CH2:24][CH2:25]4)[cH:16][cH:17][cH:18][c:19]23)[cH:3][cH:4][cH:5][cH:6][cH:7]1. Reactants: C(CC(O)(C(=O)O)CC(=O)O)(=O)O (citric acid), CN1C(OC(C2=C1SC1=C2CCCC1)=O)=O (1-methyl-5,6,7,8-tetrahydro-2H-[1]benzothieno[2,3-d][1,3]oxazine-2,4(1H)-dione), C(C)O (ethanol), Cl.N[C@@H](C)C1=CC=C(C(=O)OC)C=C1 (methyl 4-[(1S)-1-aminoethyl]benzoate hydrochloride). Solvent: C(C)(=O)OCC (ethyl acetate), C(C)N(CC)CC (triethylamine). Product: CNC=1SC2=C(C1C(=O)N[C@@H](C)C1=CC=C(C(=O)OC)C=C1)CCCC2 (methyl 4-[(1S)-1-({[2-(methylamino)-4,5,6,7-tetrahydro-1-benzothiophen-3-yl]carbonyl}amino)ethyl]benzoate). Reaction SMILES: C[N:2]1[C:7]2[S:8][C:9]3[CH2:14][CH2:13][CH2:12][CH2:11][C:10]=3[C:6]=2[C:5](=[O:15])O[C:3]1=O.C(O)C.Cl.[NH2:21][C@H:22]([C:24]1[CH:33]=[CH:32][C:27]([C:28]([O:30][CH3:31])=[O:29])=[CH:26][CH:25]=1)[CH3:23].C(O)(=O)CC(CC(O)=O)(C(O)=O)O>C(OCC)(=O)C.C(N(CC)CC)C>[CH3:3][NH:2][C:7]1[S:8][C:9]2[CH2:14][CH2:13][CH2:12][CH2:11][C:10]=2[C:6]=1[C:5]([NH:21][C@H:22]([C:24]1[CH:33]=[CH:32][C:27]([C:28]([O:30][CH3:31])=[O:29])=[CH:26][CH:25]=1)[CH3:23])=[O:15] |f:2.3|. Procedure: To 1-methyl-5,6,7,8-tetrahydro-2H-[1]benzothieno[2,3-d][1,3]oxazine-2,4(1H)-dione (0.50 g) was added ethanol (20 mL), and triethylamine (0.44 mL) and methyl 4-[(1S)-1-aminoethyl]benzoate hydrochloride were sequentially added, followed by heating with reflux for 18 hours. The reaction mixture was cooled to room temperature, and a 10% aqueous citric acid solution (15 mL) was added thereto. To a mixture was added ethyl acetate, followed by washing with water, and the obtained organic layer was drie... Reactants: C(C)(=O)OC(C)=O (Acetic anhydride), N1=CC(=CC=C1)OCC1N(CCN(C1)C(=O)OC(C)(C)C)C(=O)OC1CCNCC1 (4-tert-butyl 1-piperidin-4-yl 2-((pyridin-3-yloxy)methyl)piperazine-1,4-dicarboxylate). The solvent is C1CCOC1 (THF). Conditions: time 16 hour. Yields the product N1=CC(=CC=C1)OCC1N(CCN(C1)C(=O)OC(C)(C)C)C(=O)OC1CCN(CC1)C(C)=O (1-(1-acetylpiperidin-4-yl) 4-tert-butyl 2-((pyridin-3-yloxy)methyl)piperazine-1,4-dicarboxylate). As a reaction SMILES: [C:1](OC(=O)C)(=[O:3])[CH3:2].[N:8]1[CH:13]=[CH:12][CH:11]=[C:10]([O:14][CH2:15][CH:16]2[CH2:21][N:20]([C:22]([O:24][C:25]([CH3:28])([CH3:27])[CH3:26])=[O:23])[CH2:19][CH2:18][N:17]2[C:29]([O:31][CH:32]2[CH2:37][CH2:36][NH:35][CH2:34][CH2:33]2)=[O:30])[CH:9]=1>C1COCC1>[N:8]1[CH:13]=[CH:12][CH:11]=[C:10]([O:14][CH2:15][CH:16]2[CH2:21][N:20]([C:22]([O:24][C:25]([CH3:28])([CH3:26])[CH3:27])=[O:23])[CH2:19][CH2:18][N:17]2[C:29]([O:31][CH:32]2[CH2:37][CH2:36][N:35]([C:1](=[O:3])[CH3:2])[CH2:34][CH2:33]2)=[O:30])[CH:9]=1. Procedure details: Acetic anhydride (0.0207 mL, 0.219 mmol) was added to a solution of 4-tert-butyl 1-piperidin-4-yl 2-((pyridin-3-yloxy)methyl)piperazine-1,4-dicarboxylate (83.7 mg, 0.199 mmol) in THF (4 mL). After 16 h, the reaction mixture was concentrated under reduced pressure and purified by HPLC (10 to 90% MeCN/0.1% TFA in H2O/0.1% TFA gradient). This gave 112.5 mg (98%) of the TFA salt of the desired product as a white solid. LC-MS: RT=6.40 min, [M+H]+=463.2.